describe an organic reaction: reactants, conditions, products, and yield From a dataset of the Open Reaction Database (ORD), a public repository of structured organic reaction records. Reactants: C(C)(C)(C)OC(NC1=C(C=C(C(=C1)N1CCCC1)C#N)N)=O ((2-amino-4-cyano-5-pyrrolidin-1-yl-phenyl)-carbamic acid tert-butyl ester), C(C)(C)(C)OC(CC(C1=CC(=CC=C1)N1N=NC=C1COC1OCCCC1)=O)=O ((RS)-3-oxo-3-{3-[5-(tetrahydro-pyran-2-yloxymethyl)-[1,2,3]triazol-1-yl]-phenyl}-propionic acid tert-butyl ester). Product: C(C)(C)(C)OC(NC1=C(C=C(C(=C1)N1CCCC1)C#N)NC(CC(C1=CC(=CC=C1)N1N=NC=C1COC1OCCCC1)=O)=O)=O ((RS)-[4-Cyano-2-(3-oxo-3-{3-(5-(tetrahydro-pyran-2-yloxymethyl)-[1,2,3]triazol-1-yl]-phenyl}-propionylamino)-5-pyrrolidin-1-yl-phenyl]-carbamic acid tert-butyl ester), foam. The yield is 60.0%. RXN SMILES: [C:1]([O:5][C:6](=[O:22])[NH:7][C:8]1[CH:13]=[C:12]([N:14]2[CH2:18][CH2:17][CH2:16][CH2:15]2)[C:11]([C:19]#[N:20])=[CH:10][C:9]=1[NH2:21])([CH3:4])([CH3:3])[CH3:2].C([O:27][C:28](=O)[CH2:29][C:30](=[O:50])[C:31]1[CH:36]=[CH:35][CH:34]=[C:33]([N:37]2[C:41]([CH2:42][O:43][CH:44]3[CH2:49][CH2:48][CH2:47][CH2:46][O:45]3)=[CH:40][N:39]=[N:38]2)[CH:32]=1)(C)(C)C>>[C:1]([O:5][C:6](=[O:22])[NH:7][C:8]1[CH:13]=[C:12]([N:14]2[CH2:18][CH2:17][CH2:16][CH2:15]2)[C:11]([C:19]#[N:20])=[CH:10][C:9]=1[NH:21][C:28](=[O:27])[CH2:29][C:30](=[O:50])[C:31]1[CH:36]=[CH:35][CH:34]=[C:33]([N:37]2[C:41]([CH2:42][O:43][CH:44]3[CH2:49][CH2:48][CH2:47][CH2:46][O:45]3)=[CH:40][N:39]=[N:38]2)[CH:32]=1)([CH3:4])([CH3:2])[CH3:3]. Reported procedure: The title compound was prepared from (2-amino-4-cyano-5-pyrrolidin-1-yl-phenyl)-carbamic acid tert-butyl ester (Example J28) (302 mg, 1.0 mmol) and (RS)-3-oxo-3-{3-[5-(tetrahydro-pyran-2-yloxymethyl)-[1,2,3]triazol-1-yl]-phenyl}-propionic acid tert-butyl ester (Example K5) (401 mg, 1.0 mmol) according to the general procedure M. Obtained as a light orange foam (380 mg, 60%). The product is CC(Oc1ccc(C#N)c(F)c1)C(=O)O. RXN SMILES: [CH3:19][OH:20].[CH3:1][O:2][C:3]([CH:4]([CH3:5])[O:6][c:7]1[cH:8][c:9]([F:15])[c:10]([C:13]#[N:14])[cH:11][cH:12]1)=[O:16].[Li+:17].[O:21]1[CH2:22][CH2:23][CH2:24][CH2:25]1.[OH-:18]>>[O:2]=[C:3]([CH:4]([CH3:5])[O:6][c:7]1[cH:8][c:9]([F:15])[c:10]([C:13]#[N:14])[cH:11][cH:12]1)[OH:16]. Starting materials: CO, COC(=O)C(C)Oc1ccc(C#N)c(F)c1, [Li+], C1CCOC1, [OH-]. Run at temperature 100 celsius. RXN SMILES: [F:1][C:2]([F:25])([C:9]([F:24])([F:23])[C:10]([F:22])([F:21])[C:11]([F:20])([F:19])[C:12]([F:18])([F:17])[C:13]([F:16])([F:15])[F:14])[C:3]#[C:4]C(C)(O)C.[OH-].[Na+]>>[F:1][C:2]([F:25])([C:9]([F:23])([F:24])[C:10]([F:21])([F:22])[C:11]([F:19])([F:20])[C:12]([F:17])([F:18])[C:13]([F:16])([F:15])[F:14])[C:3]#[CH:4] |f:1.2|. Product: FC(C#C)(C(C(C(C(C(F)(F)F)(F)F)(F)F)(F)F)(F)F)F (3,3,4,4,5,5,6,6,7,7,8,8,8-tridecafluorooct-1-yne). Procedure: A flame-dried 50 mL round-bottom flask equipped with distillation apparatus was charged with 5,5,6,6,7,7,8,8,9,9,10,10,10-tridecafluoro-2-methyldec-3-yn-2-ol (S1) (35.3 g, 88 mmol) and NaOH pellets (2.5 g, 61 mmol) under argon. The pressure was reduced to 400 mmHg and the flask was heated to 100° C. The crude product was collected over an hour in a receiving flask in a brine/ice bath. The product was washed 3 times with distilled water and was subsequently dried over MgSO4. Removal of drying age... Reactants: FC(C#CC(C)(O)C)(C(C(C(C(C(F)(F)F)(F)F)(F)F)(F)F)(F)F)F (5,5,6,6,7,7,8,8,9,9,10,10,10-tridecafluoro-2-methyldec-3-yn-2-ol), [OH-].[Na+] (NaOH). Starting materials: C(C)NCC (diethylamine), C=O (formaldehyde), OC1=C2CCC(NC2=CC=C1)=O (3,4-dihydro-5-hydroxycarbostyril), solution. Solvent: O (water), O (water). Reaction conditions: time 5 hour. The product is C(C)N(CC)CC=1C=CC(=C2CCC(NC12)=O)O (8-diethylaminomethyl-3,4-dihydro-5-hydroxycarbostyril). As a reaction SMILES: [OH:1][C:2]1[CH:11]=[CH:10][CH:9]=[C:8]2[C:3]=1[CH2:4][CH2:5][C:6](=[O:12])[NH:7]2.[CH2:13]([NH:15][CH2:16][CH3:17])[CH3:14].[CH2:18]=O>O>[CH2:13]([N:15]([CH2:18][C:9]1[CH:10]=[CH:11][C:2]([OH:1])=[C:3]2[C:8]=1[NH:7][C:6](=[O:12])[CH2:5][CH2:4]2)[CH2:16][CH3:17])[CH3:14]. Reported procedure: To a stirred suspension of 3,4-dihydro-5-hydroxycarbostyril (30 g, 184 mM) in water (300 mL) was added diethylamine (14 g, 191 mM) followed by a 36% solution of formaldehyde in water (300 mL). The mixture was stirred for 5 hours and the resulting precipitate was filtered and washed with ice-water (50 mL) to give 8-diethylaminomethyl-3,4-dihydro-5-hydroxycarbostyril. Starting materials: CCOC(C)=O, [H][H], O=[N+]([O-])c1cc(-c2cccc3[nH]ccc23)cc2nn(C3CCCCO3)cc12. Product: Nc1cc(-c2cccc3[nH]ccc23)cc2nn(C3CCCCO3)cc12. RXN SMILES: [CH2:30]([O:31][C:32](=[O:33])[CH3:34])[CH3:35].[H:28][H:29].[nH:1]1[cH:2][cH:3][c:4]2[c:5](-[c:10]3[cH:11][c:12]([N+:25]([O-:26])=[O:27])[c:13]4[cH:14][n:15]([CH:19]5[O:20][CH2:21][CH2:22][CH2:23][CH2:24]5)[n:16][c:17]4[cH:18]3)[cH:6][cH:7][cH:8][c:9]12>>[nH:1]1[cH:2][cH:3][c:4]2[c:5](-[c:10]3[cH:11][c:12]([NH2:25])[c:13]4[cH:14][n:15]([CH:19]5[O:20][CH2:21][CH2:22][CH2:23][CH2:24]5)[n:16][c:17]4[cH:18]3)[cH:6][cH:7][cH:8][c:9]12. The reactants are ClC1=C(C(=NC=C1C(=O)OCC)C)C1=CC=CC=C1 (ethyl 4-chloro-2-methyl-3-phenyl-5-pyridinecarboxylate), Cl.FC1=CC=C(C=C1)NN (4-fluorophenylhydrazine hydrochloride), Cl.ClC1=CC=C(C=C1)NN (4-chlorophenylhydrazine hydrochloride). Yields the product FC1=CC=C(C=C1)N1N=C2C(=CNC(=C2C2=CC=CC=C2)C)C1=O (2-(4-Fluorophenyl)-2,5-dihydro-6-methyl-7-phenylpyrazolo[4,3-c]pyridin-3-one). The yield is 19.0%. RXN SMILES: Cl[C:2]1[C:7]([C:8]([O:10]CC)=O)=[CH:6][N:5]=[C:4]([CH3:13])[C:3]=1[C:14]1[CH:19]=[CH:18][CH:17]=[CH:16][CH:15]=1.Cl.[F:21][C:22]1[CH:27]=[CH:26][C:25]([NH:28][NH2:29])=[CH:24][CH:23]=1.Cl.ClC1C=CC(NN)=CC=1>>[F:21][C:22]1[CH:27]=[CH:26][C:25]([N:28]2[C:8](=[O:10])[C:7]3=[CH:6][NH:5][C:4]([CH3:13])=[C:3]([C:14]4[CH:15]=[CH:16][CH:17]=[CH:18][CH:19]=4)[C:2]3=[N:29]2)=[CH:24][CH:23]=1 |f:1.2,3.4|. Procedure details: Following a similar procedure to that described in Example 4, except using ethyl 4-chloro-2-methyl-3-phenyl-5-pyridinecarboxylate and 4-fluorophenylhydrazine hydrochloride instead of ethyl 4-chloro-3-propyl-5-pyridinecarboxylate and 4-chlorophenylhydrazine hydrochloride, the title compound was prepared, after further purification by flash chromatography (silica gel, 5% MeOH/CH2Cl2), in 19% yield as a yellow solid; mp 303-317° C. (CH2Cl2-MeOH-EtOAc); 1H NMR (360 MHz, DMSO-d6) δ2.25 (3H, s), 7.20 ... The reactants are COP(=O)(Cc1ccccc1Br)OC, CC(C)(C)OC(=O)N1CCC(=O)CC1, C1CCOC1, [H-], [Na+]. The product is CC(C)(C)OC(=O)N1CCC(=Cc2ccccc2Br)CC1. As a reaction SMILES: [Br:1][c:2]1[c:3]([CH2:4][P:5](=[O:6])([O:7][CH3:8])[O:9][CH3:10])[cH:11][cH:12][cH:13][cH:14]1.[C:17]([CH3:18])([CH3:19])([CH3:20])[O:21][C:22](=[O:23])[N:24]1[CH2:25][CH2:26][C:27](=[O:30])[CH2:28][CH2:29]1.[CH2:31]1[O:32][CH2:33][CH2:34][CH2:35]1.[H-:16].[Na+:15]>>[Br:1][c:2]1[c:3]([CH:4]=[C:27]2[CH2:26][CH2:25][N:24]([C:22]([O:21][C:17]([CH3:18])([CH3:19])[CH3:20])=[O:23])[CH2:29][CH2:28]2)[cH:11][cH:12][cH:13][cH:14]1.